Dataset: the Open Reaction Database (ORD), a public repository of structured organic reaction records. Task: describe an organic reaction: reactants, conditions, products, and yield Reactants: S(=O)(=O)(O)C1=C(C(=C(C(=C1)Cl)C)Cl)O (2-sulpho-4,6-dichloro-5-methylphenol), [N+](=O)(O)[O-] (nitric acid). The product is [N+](=O)([O-])C1=C(C(=C(C(=C1)Cl)C)Cl)O (2-nitro-4,6-dichloro-5-methylphenol). Reaction SMILES: S([C:5]1[CH:10]=[C:9]([Cl:11])[C:8]([CH3:12])=[C:7]([Cl:13])[C:6]=1[OH:14])(O)(=O)=O.[N+:15]([O-])([OH:17])=[O:16]>>[N+:15]([C:5]1[CH:10]=[C:9]([Cl:11])[C:8]([CH3:12])=[C:7]([Cl:13])[C:6]=1[OH:14])([O-:17])=[O:16]. Reported procedure: The reaction of the 2-sulpho-4,6-dichloro-5-methylphenol, prepared in the second stage, with nitric acid in the third process stage to give 2-nitro-4,6-dichloro-5-methylphenol can be illustrated by the following equation: ##STR3## The reactants are BrC1=NC=C(C(=O)Cl)C=C1 (6-bromonicotinoyl chloride), C(C)(C)(C)N (tert-butylamine). Yields the product BrC1=NC=C(C(=O)NC(C)(C)C)C=C1 (6-bromo-N-tert-butylnicotinamide). Reaction SMILES: [Br:1][C:2]1[CH:10]=[CH:9][C:5]([C:6](Cl)=[O:7])=[CH:4][N:3]=1.[C:11]([NH2:15])([CH3:14])([CH3:13])[CH3:12]>>[Br:1][C:2]1[CH:10]=[CH:9][C:5]([C:6]([NH:15][C:11]([CH3:14])([CH3:13])[CH3:12])=[O:7])=[CH:4][N:3]=1. Reported procedure: 6-bromo-N-tert-butylnicotinamide was prepared from 6-bromonicotinoyl chloride and tert-butylamine. The reactants are CC=1C(N=C=O)=CC(N=C=O)=CC1 (toluene diisocyanate), C(CC(C)O)O (1,3-butylene glycol). Yields the product [N-]=C=O.[N-]=C=O.NC(=O)OCC.NC(=O)OCC (diurethane diisocyanate). As a reaction SMILES: CC1C(=CC(=CC=1)N=C=O)[N:4]=[C:5]=[O:6].C(O)C[CH:16]([OH:18])[CH3:17]>>[N-:4]=[C:5]=[O:6].[N-:4]=[C:5]=[O:6].[NH2:4][C:5]([O:18][CH2:16][CH3:17])=[O:6].[NH2:4][C:5]([O:18][CH2:16][CH3:17])=[O:6] |f:2.3.4.5|. Procedure: About 348 parts of toluene diisocyanate are mixed with 90 parts of 1,3-butylene glycol and reacted at 30° C. to form a diurethane diisocyanate. About 260 parts of hydroxyethyl methacrylate are added to the resultant diurethane diisocyanate and the mixture heated at 50° C. until the --NCO content is zero.